Dataset: the Open Reaction Database (ORD), a public repository of structured organic reaction records. Task: describe an organic reaction: reactants, conditions, products, and yield The reactants are O(S(=O)(=O)C(F)(F)F)S(=O)(=O)C(F)(F)F (Tf2O), COC(C(CO)(C)CO)=O (3-hydroxy-2-hydroxymethyl-2-methyl-propionic acid methyl ester). Solvent: ClCCl (dichloromethane), N1=C(C=CC=C1C)C (2,6-lutidine), ClCCl (dichloromethane). Run at time 2 hour. The product is COC(C(COS(=O)(=O)C(F)(F)F)(OS(=O)(=O)C(F)(F)F)C)=O (2-methyl-2,3-bis-trifluoromethanesulfonyloxy-propionic acid methyl ester). Reaction SMILES: [O:1]([S:9]([C:12]([F:15])([F:14])[F:13])(=[O:11])=[O:10])S(C(F)(F)F)(=O)=O.[CH3:16][O:17][C:18](=[O:25])[C:19](CO)([CH3:22])[CH2:20][OH:21]>ClCCl.N1C(C)=CC=CC=1C>[CH3:16][O:17][C:18](=[O:25])[C:19]([CH3:22])([O:1][S:9]([C:12]([F:13])([F:14])[F:15])(=[O:10])=[O:11])[CH2:20][O:21][S:9]([C:12]([F:15])([F:14])[F:13])(=[O:10])=[O:1]. Procedure details: Add Tf2O (80 mL) dropwise to a cool solution (−78° C.) of 3-hydroxy-2-hydroxymethyl-2-methyl-propionic acid methyl ester (Preparation 5, 32.5 g) in dichloromethane (400 mL) and 2,6-lutidine (80 mL). Allow the reaction to reach room temperature. and stir for about 2 hours. Dilute with dichloromethane (400 mL) and wash with HCl (3% aqueous solution). Dry the organic layer over MgSO4, filter and concentrate. Subject residue to silica gel chromatography eluting with hexanes/ethyl acetate 5%, to give... Reaction SMILES: [CH3:9][I:10].[NH2:1][c:2]1[cH:3][n:4][cH:5][cH:6][c:7]1[Cl:8]>>[I-:10].[NH2:1][c:2]1[cH:3][n+:4]([CH3:9])[cH:5][cH:6][c:7]1[Cl:8]. The reactants are CI, Nc1cnccc1Cl. The product is [I-], C[n+]1ccc(Cl)c(N)c1. Reactants: C[Al](C)C, Cc1ccccc1, COC(=O)c1cc2nc(Nc3c(Cl)cncc3Cl)[nH]c2c2c1OC(C)(C)C2, Nc1ccc(C(F)(F)F)cc1F. The product is CC1(C)Cc2c(c(C(=O)Nc3ccc(C(F)(F)F)cc3F)cc3nc(Nc4c(Cl)cncc4Cl)[nH]c23)O1. RXN SMILES: [CH3:40][Al:41]([CH3:42])[CH3:43].[CH3:44][c:45]1[cH:46][cH:47][cH:48][cH:49][cH:50]1.[Cl:1][c:2]1[cH:3][n:4][cH:5][c:6]([Cl:27])[c:7]1[NH:8][c:9]1[nH:10][c:11]2[c:12]([n:13]1)[cH:14][c:15]([C:23]([O:25][CH3:24])=[O:26])[c:16]1[c:17]2[CH2:18][C:19]([CH3:21])([CH3:22])[O:20]1.[F:28][c:29]1[c:30]([NH2:31])[cH:32][cH:33][c:34]([C:36]([F:37])([F:38])[F:39])[cH:35]1>>[Cl:1][c:2]1[cH:3][n:4][cH:5][c:6]([Cl:27])[c:7]1[NH:8][c:9]1[nH:10][c:11]2[c:12]([n:13]1)[cH:14][c:15]([C:23](=[O:25])[NH:31][c:30]1[c:29]([F:28])[cH:35][c:34]([C:36]([F:37])([F:38])[F:39])[cH:33][cH:32]1)[c:16]1[c:17]2[CH2:18][C:19]([CH3:21])([CH3:22])[O:20]1. Starting materials: COP(C)(=O)OC, CC(=O)O, CCOCC, CCOC(=O)C(C)C1CCCCC1, [Li]CCCC, C1CCOC1. The product is COP(=O)(CC(=O)C(C)C1CCCCC1)OC. As a reaction SMILES: [CH3:1][P:2]([O:3][CH3:4])([O:5][CH3:6])=[O:7].[CH3:26][C:27](=[O:28])[OH:29].[CH3:35][CH2:36][O:37][CH2:38][CH3:39].[CH:13]1([CH:19]([C:20](=[O:21])[O:22][CH2:23][CH3:24])[CH3:25])[CH2:14][CH2:15][CH2:16][CH2:17][CH2:18]1.[Li:8][CH2:9][CH2:10][CH2:11][CH3:12].[O:30]1[CH2:31][CH2:32][CH2:33][CH2:34]1>>[CH2:1]([P:2]([O:3][CH3:4])([O:5][CH3:6])=[O:7])[C:20]([CH:19]([CH:13]1[CH2:14][CH2:15][CH2:16][CH2:17][CH2:18]1)[CH3:25])=[O:21]. The reactants are [BH4-], COC(=O)C(C)OC(C)OCC(C)C, CO, Cc1ccccc1, [Na+], O. Product: CC(C)COC(C)OC(C)CO. As a reaction SMILES: [BH4-:1].[CH2:3]([CH:4]([CH3:5])[CH3:6])[O:7][CH:8]([CH3:9])[O:10][CH:11]([C:12](=[O:13])[O:14][CH3:15])[CH3:16].[CH3:17][OH:18].[CH3:20][c:21]1[cH:22][cH:23][cH:24][cH:25][cH:26]1.[Na+:2].[OH2:19]>>[CH2:3]([CH:4]([CH3:5])[CH3:6])[O:7][CH:8]([CH3:9])[O:10][CH:11]([CH2:12][OH:13])[CH3:16]. Starting materials: 492, [Cl-].[Cl-].[NH3+]C1=CC=C(C(=O)NC2=CC=C(NC3=CC=[N+](C=C3)C)C=C2)C=C1 (4-{4-[(4-Ammoniobenzoyl)amino]anilino}-1-methylpyridinium dichloride), solid, ClC1=CC=NC2=CC(=CC=C12)[N+](=O)[O-] (4-chloro-7-nitroquinoline), Cl (HCl), 493. Run in CO (MeOH). Conditions: time 65 hour. Yields the product [Cl-].[Cl-].C[N+]1=CC=C(C=C1)NC1=CC=C(C=C1)NC(C1=CC=C(C=C1)NC1=CC=NC2=CC(=CC=C12)[N+](=O)[O-])=O.C[N+]1=CC=C(C=C1)NC1=CC=C(C=C1)NC(C1=CC=C(C=C1)NC1=CC=NC2=CC(=CC=C12)[N+](=O)[O-])=O (1-methyl-4-[4-(4-{7-nitroquinolin-4-ylamino}benzamido)-phenylamino]pyridinium dichloride). RXN SMILES: [Cl-:1].[Cl-].[NH3+:3][C:4]1[CH:26]=[CH:25][C:7]([C:8]([NH:10][C:11]2[CH:24]=[CH:23][C:14]([NH:15][C:16]3[CH:21]=[CH:20][N+:19]([CH3:22])=[CH:18][CH:17]=3)=[CH:13][CH:12]=2)=[O:9])=[CH:6][CH:5]=1.[Cl:27][C:28]1[C:37]2[C:32](=[CH:33][C:34]([N+:38]([O-:40])=[O:39])=[CH:35][CH:36]=2)[N:31]=[CH:30][CH:29]=1.Cl>CO>[Cl-:27].[Cl-:1].[CH3:22][N+:19]1[CH:20]=[CH:21][C:16]([NH:15][C:14]2[CH:23]=[CH:24][C:11]([NH:10][C:8](=[O:9])[C:7]3[CH:25]=[CH:26][C:4]([NH:3][C:28]4[C:37]5[C:32](=[CH:33][C:34]([N+:38]([O-:40])=[O:39])=[CH:35][CH:36]=5)[N:31]=[CH:30][CH:29]=4)=[CH:5][CH:6]=3)=[CH:12][CH:13]=2)=[CH:17][CH:18]=1.[CH3:22][N+:19]1[CH:20]=[CH:21][C:16]([NH:15][C:14]2[CH:23]=[CH:24][C:11]([NH:10][C:8](=[O:9])[C:7]3[CH:25]=[CH:26][C:4]([NH:3][C:28]4[C:37]5[C:32](=[CH:33][C:34]([N+:38]([O-:40])=[O:39])=[CH:35][CH:36]=5)[N:31]=[CH:30][CH:29]=4)=[CH:5][CH:6]=3)=[CH:12][CH:13]=2)=[CH:17][CH:18]=1 |f:0.1.2,6.7.8.9|. Reported procedure: To a solution of amine B7 (1.46 g, 3.73 mmol) in dry MeOH (20 mL) were sequentially added 4-chloro-7-nitroquinoline (S1) (0.78 g, 3.73 mmol) and two drops of c.HCl, and the resulting mixture was refluxed for 4 h. After this time, the temperature was reduced to ˜40° C. and heating was continued for a further 65 h. After this time, solvent was removed under reduced pressure. The residue was re-dissolved in MeOH, and solvent was again removed under reduced pressure. This latter process was repeated...